Dataset: the Open Reaction Database (ORD), a public repository of structured organic reaction records. Task: describe an organic reaction: reactants, conditions, products, and yield The reactants are CC(C)(C)[O-], CS(C)=O, CC12C=CC(=O)C=C1CCC1C2CCC2(C)C(=O)CCC12, [Cl-], [K+], [NH4+]. The product is CC12C=CC(=O)CC1=CCC1C2CCC2(C)C(=O)CCC12. RXN SMILES: [CH3:1][C:2]([CH3:3])([O-:4])[CH3:5].[CH3:30][S:31]([CH3:32])=[O:33].[CH3:7][C:8]12[C:9](=[O:27])[CH2:10][CH2:11][CH:12]1[CH:13]1[CH2:14][CH2:15][C:16]3=[CH:17][C:18](=[O:26])[CH:19]=[CH:20][C:21]3([CH3:22])[CH:23]1[CH2:24][CH2:25]2.[Cl-:28].[K+:6].[NH4+:29]>>[CH3:7][C:8]12[C:9](=[O:27])[CH2:10][CH2:11][CH:12]1[CH:13]1[CH2:14][CH:15]=[C:16]3[CH2:17][C:18](=[O:26])[CH:19]=[CH:20][C:21]3([CH3:22])[CH:23]1[CH2:24][CH2:25]2. Starting materials: CC(C)C(=O)Cl, ClCCl, COc1ccc(OC(CCN2CCC(c3ccc(N)cc3)CC2)c2ccccc2)cc1OC, CCN(C(C)C)C(C)C. Yields the product COc1ccc(OC(CCN2CCC(c3ccc(NC(=O)C(C)C)cc3)CC2)c2ccccc2)cc1OC. RXN SMILES: [C:34]([CH:35]([CH3:36])[CH3:37])(=[O:38])[Cl:39].[CH2:49]([Cl:50])[Cl:51].[CH3:1][O:2][c:3]1[cH:4][c:5]([O:6][CH:7]([CH2:8][CH2:9][N:10]2[CH2:11][CH2:12][CH:13]([c:16]3[cH:17][cH:18][c:19]([NH2:20])[cH:21][cH:22]3)[CH2:14][CH2:15]2)[c:23]2[cH:24][cH:25][cH:26][cH:27][cH:28]2)[cH:29][cH:30][c:31]1[O:32][CH3:33].[CH:40]([N:41]([CH2:42][CH3:43])[CH:44]([CH3:45])[CH3:46])([CH3:47])[CH3:48]>>[CH3:1][O:2][c:3]1[cH:4][c:5]([O:6][CH:7]([CH2:8][CH2:9][N:10]2[CH2:11][CH2:12][CH:13]([c:16]3[cH:17][cH:18][c:19]([NH:20][C:34]([CH:35]([CH3:36])[CH3:37])=[O:38])[cH:21][cH:22]3)[CH2:14][CH2:15]2)[c:23]2[cH:24][cH:25][cH:26][cH:27][cH:28]2)[cH:29][cH:30][c:31]1[O:32][CH3:33]. Reactants: CCOC(CCOC(=O)c1ccccc1)OCC, CCOCC, Cl, C1CCOC1. Yields the product O=CCCOC(=O)c1ccccc1. As a reaction SMILES: [C:1]([c:2]1[cH:3][cH:4][cH:5][cH:6][cH:7]1)(=[O:8])[O:9][CH2:10][CH2:11][CH:12]([O:13][CH2:17][CH3:18])[O:14][CH2:15][CH3:16].[CH3:20][CH2:21][O:22][CH2:23][CH3:24].[ClH:19].[O:25]1[CH2:26][CH2:27][CH2:28][CH2:29]1>>[C:1]([c:2]1[cH:3][cH:4][cH:5][cH:6][cH:7]1)(=[O:8])[O:9][CH2:10][CH2:11][CH:12]=[O:13]. Starting materials: Fc1c(CBr)ccc(-c2ncco2)c1F, O=C([O-])[O-], CN(C)C=O, O=S(=O)(NC1CCCCC1CO)c1ccc(Cl)cc1, [Cs+], [Cs+]. As a reaction SMILES: [Br:26][CH2:27][c:28]1[c:29]([F:40])[c:30]([F:39])[c:31](-[c:34]2[o:35][cH:36][cH:37][n:38]2)[cH:32][cH:33]1.[C:20](=[O:21])([O-:22])[O-:23].[CH3:41][N:42]([CH3:43])[CH:44]=[O:45].[Cl:1][c:2]1[cH:3][cH:4][c:5]([S:8](=[O:9])(=[O:10])[NH:11][CH:12]2[CH:13]([CH2:18][OH:19])[CH2:14][CH2:15][CH2:16][CH2:17]2)[cH:6][cH:7]1.[Cs+:24].[Cs+:25]>>[Cl:1][c:2]1[cH:3][cH:4][c:5]([S:8](=[O:9])(=[O:10])[N:11]([CH:12]2[CH:13]([CH2:18][OH:19])[CH2:14][CH2:15][CH2:16][CH2:17]2)[CH2:27][c:28]2[c:29]([F:40])[c:30]([F:39])[c:31](-[c:34]3[o:35][cH:36][cH:37][n:38]3)[cH:32][cH:33]2)[cH:6][cH:7]1. Yields the product O=S(=O)(c1ccc(Cl)cc1)N(Cc1ccc(-c2ncco2)c(F)c1F)C1CCCCC1CO. The reactants are ClC1=NC(=NC(=C1)Cl)C1=CC=CC=C1 (4,6-dichloro-2-phenylpyrimidine), ClC1=NC=NC(=C1)Cl (4,6-dichloropyrimidine), C(C)C(CO)CCCC (2-ethylhexanol). Solvent: CC(CCO)C (3-methylbutanol). Product: ClC1=CC(=NC=N1)CC(CCCC)CC (6-chloro-4-(2-ethylhexyl) pyrimidine). Isolated yield 76.2%. As a reaction SMILES: Cl[C:2]1[CH:7]=[C:6]([Cl:8])[N:5]=[C:4](C2C=CC=CC=2)[N:3]=1.ClC1C=C(Cl)N=CN=1.[CH2:23]([CH:25]([CH2:28][CH2:29][CH2:30][CH3:31])[CH2:26]O)[CH3:24]>CC(C)CCO>[Cl:8][C:6]1[N:5]=[CH:4][N:3]=[C:2]([CH2:26][CH:25]([CH2:23][CH3:24])[CH2:28][CH2:29][CH2:30][CH3:31])[CH:7]=1. Reported procedure: The compound is prepared analogously to the method described in Example 3, with 4,6-dichloro-2-phenylpyrimidine being replaced by 4,6-dichloropyrimidine and 3-methylbutanol by 2-ethylhexanol. Yield: 76.2% of theory. Starting materials: CC(C)([O-])C.[K+] (potassium tert-butoxide), CC(C)([O-])C.[K+] (potassium tert-butoxide), OC1=C(C=O)C(=C(C=C1Br)F)Cl (2-hydroxy-3-bromo-5-fluoro-6-chlorobenzaldehyde), [Br-].BrC[P+](C1=CC=CC=C1)(C1=CC=CC=C1)C1=CC=CC=C1 ((bromomethyl)triphenylphosphonium bromide). Solvent: O1CCCC1 (tetrahydrofuran), CCCCCC (hexane). Reaction conditions: temperature 0 celsius. Product: ClC1=C(C=C(C2=C1C=CO2)Br)F (4-chloro-5-fluoro-7-bromobenzofuran). Isolated yield 84.4%. As a reaction SMILES: [OH:1][C:2]1[C:9]([Br:10])=[CH:8][C:7]([F:11])=[C:6]([Cl:12])[C:3]=1[CH:4]=O.[Br-].Br[CH2:15][P+](C1C=CC=CC=1)(C1C=CC=CC=1)C1C=CC=CC=1.CC(C)([O-])C.[K+]>O1CCCC1.CCCCCC>[Cl:12][C:6]1[C:3]2[CH:4]=[CH:15][O:1][C:2]=2[C:9]([Br:10])=[CH:8][C:7]=1[F:11] |f:1.2,3.4|. Reported procedure: A suspension of 49.2 gm (0.19 mole) 2-hydroxy-3-bromo-5-fluoro-6-chlorobenzaldehyde and 127 gm (0.29 mole) (bromomethyl)triphenylphosphonium bromide in 230 mL tetrahydrofuran was cooled to 0° C. under a nitrogen atmosphere. To this were added dropwise 330 mL (0.33 mole) potassium tert-butoxide (1M in tetrahydrofuran) over 3 hours. An additional 90 mL (0.09 mole) potassium tert-butoxide (1M in tetrahydrofuran) were then added to react remaining starting material. The reaction mixture was diluted ... Starting materials: N#Cc1cccc(CBr)n1, Cc1ccc(C(=O)c2c[nH]c3ccccc3c2=O)cc1C, CN(C)C=O, [H-], [Na+]. Yields the product Cc1ccc(C(=O)c2cn(Cc3cccc(C#N)n3)c3ccccc3c2=O)cc1C. RXN SMILES: [Br:24][CH2:25][c:26]1[cH:27][cH:28][cH:29][c:30]([C:32]#[N:33])[n:31]1.[CH3:1][c:2]1[cH:3][c:4]([C:5](=[O:6])[c:7]2[cH:8][nH:9][c:10]3[cH:11][cH:12][cH:13][cH:14][c:15]3[c:16]2=[O:17])[cH:18][cH:19][c:20]1[CH3:21].[CH3:34][N:35]([CH3:36])[CH:37]=[O:38].[H-:22].[Na+:23]>>[CH3:1][c:2]1[cH:3][c:4]([C:5](=[O:6])[c:7]2[cH:8][n:9]([CH2:25][c:26]3[cH:27][cH:28][cH:29][c:30]([C:32]#[N:33])[n:31]3)[c:10]3[cH:11][cH:12][cH:13][cH:14][c:15]3[c:16]2=[O:17])[cH:18][cH:19][c:20]1[CH3:21]. Reactants: ClNC1=CC2=C(NC(=NS2(=O)=O)C=2C(C(C3=CC=CC=C3C2O)(C)CCC(C)(C)C)=O)C=C1 (3-[7-(chloroamino)-1,1-dioxido-4H-1,2,4-benzothiadiazin-3-yl]-1-(3,3-dimethylbutyl)-4-hydroxy-1-methylnaphthalen-2(1H)-one), S(=O)(=O)(C)Cl (mesyl chloride), N1=CC=CC=C1 (pyridine). Solvent: CC(=O)C (acetone). Product: CC(CCC1(C(C(=C(C2=CC=CC=C12)O)C1=NS(C2=C(N1)C=CC(=C2)NS(=O)(=O)C)(=O)=O)=O)C)(C)C (N-{3-[4-(3,3-dimethylbutyl)-1-hydroxy-4-methyl-3-oxo-3,4-dihydronaphthalen-2-yl]-1,1-dioxido-4H-1,2,4-benzothiadiazin-7-yl}methanesulfonamide). Reaction SMILES: Cl[NH:2][C:3]1[CH:33]=[CH:32][C:6]2[NH:7][C:8]([C:13]3[C:14](=[O:31])[C:15]([CH2:25][CH2:26][C:27]([CH3:30])([CH3:29])[CH3:28])([CH3:24])[C:16]4[C:21]([C:22]=3[OH:23])=[CH:20][CH:19]=[CH:18][CH:17]=4)=[N:9][S:10](=[O:12])(=[O:11])[C:5]=2[CH:4]=1.[S:34](Cl)([CH3:37])(=[O:36])=[O:35].N1C=CC=CC=1>CC(C)=O>[CH3:28][C:27]([CH3:30])([CH3:29])[CH2:26][CH2:25][C:15]1([CH3:24])[C:16]2[C:21](=[CH:20][CH:19]=[CH:18][CH:17]=2)[C:22]([OH:23])=[C:13]([C:8]2[NH:7][C:6]3[CH:32]=[CH:33][C:3]([NH:2][S:34]([CH3:37])(=[O:36])=[O:35])=[CH:4][C:5]=3[S:10](=[O:12])(=[O:11])[N:9]=2)[C:14]1=[O:31]. Procedure details: A solution of Example 42F (0.250 g, 0.510 mmol), mesyl chloride (0.158 mL, 2.04 mmol), and pyridine (0.330 mL, 4.08 mmol) in acetone (3 mL) was stirred at 25° C. for 18 hours. The solution was partitioned between ethyl acetate and dilute citric acid and the layers were separated. The ethyl acetate layer was dried with sodium sulfate, filtered, and concentrated in vacuo. The residue was chromatographed on silica gel eluting with methylene chloride and 2.5% methanol in methylene chloride to give a... Starting materials: COC(CC1(CC1)O)OC (1-(2,2-dimethoxyethyl)cyclopropanol), TBS ether, tertiary alcohol, acetal, C(Cl)Cl (DCM), O(S(=O)(=O)C(F)(F)F)[Si](C)(C)C(C)(C)C (tert-butyldimethylsilyl triflate), FC(S(=O)(=O)O[Si](CC)(CC)CC)(F)F (triethylsilyl trifluoromethanesulfonate). The solvent is O (water). Reaction conditions: temperature 0 celsius, time 15 minute. Product: [Si](C)(C)(C(C)(C)C)OC1(CC1)CC=O (2-(1-(tert-butyldimethylsilyloxy)cyclopropyl)acetaldehyde). As a reaction SMILES: CO[CH:3]([O:9]C)[CH2:4][C:5]1([OH:8])[CH2:7][CH2:6]1.C(Cl)Cl.O([Si:22]([C:25]([CH3:28])([CH3:27])[CH3:26])([CH3:24])[CH3:23])S(C(F)(F)F)(=O)=O.FC(F)(F)S(O[Si](CC)(CC)CC)(=O)=O>O>[Si:22]([O:8][C:5]1([CH2:4][CH:3]=[O:9])[CH2:6][CH2:7]1)([C:25]([CH3:28])([CH3:27])[CH3:26])([CH3:24])[CH3:23]. Procedure details: To a 2.0 L RBF containing 1-(2,2-dimethoxyethyl)cyclopropanol (17.400 g, 119 mmol) was added DCM (550 ml) and the mixture was allowed to stir at 0° C. for 15 min. 2,4,6-Colliding (63.1 ml, 476 mmol) was added and the reaction was allowed to chill for 5 min before the addition of tert-butyldimethylsilyl triflate (27.3 ml, 119 mmol) over 10 min. The reaction was allowed to stir for 20 min and then analyzed by tlc which showed that all of the tertiary alcohol had been protected as its TBS ether. So... Starting materials: CC(=O)OC(C)=O, O=CO, ClCCl, Nc1ccc2nc3c4ccccc4c(=O)n(-c4ccc(Cl)nc4)c3n2c1. Product: O=CNc1ccc2nc3c4ccccc4c(=O)n(-c4ccc(Cl)nc4)c3n2c1. Reaction SMILES: [CH3:4][C:5]([O:6][C:7](=[O:8])[CH3:9])=[O:10].[CH:1](=[O:2])[OH:3].[Cl:37][CH2:38][Cl:39].[NH2:11][c:12]1[cH:13][cH:14][c:15]2[n:16][c:17]3[c:18]([n:19](-[c:28]4[cH:29][n:30][c:31]([Cl:34])[cH:32][cH:33]4)[c:20](=[O:27])[c:21]4[cH:22][cH:23][cH:24][cH:25][c:26]34)[n:35]2[cH:36]1>>[CH:1](=[O:2])[NH:11][c:12]1[cH:13][cH:14][c:15]2[n:16][c:17]3[c:18]([n:19](-[c:28]4[cH:29][n:30][c:31]([Cl:34])[cH:32][cH:33]4)[c:20](=[O:27])[c:21]4[cH:22][cH:23][cH:24][cH:25][c:26]34)[n:35]2[cH:36]1.